Dataset: the Open Reaction Database (ORD), a public repository of structured organic reaction records. Task: describe an organic reaction: reactants, conditions, products, and yield Starting materials: [Al+3].[Cl-].[Cl-].[Cl-] (AlCl3), CC1=C(NC(=C1)C)C(=O)OCC (ethyl 3,5-dimethylpyrrole-2-carboxylate), C(CCCCCCCCCCC)(=O)Cl (dodecanoyl chloride), Cl (HCl). Solvent: O (water), ClCCl (Dichloromethane). The product is C(CCCCCCCCCCC)(=O)C=1C(=C(NC1C)C(=O)OCC)C (Ethyl dodecanoyl-3, 5-dimethylpyrrole-2-carboxylate). RXN SMILES: [Al+3].[Cl-].[Cl-].[Cl-].[CH3:5][C:6]1[CH:10]=[C:9]([CH3:11])[NH:8][C:7]=1[C:12]([O:14][CH2:15][CH3:16])=[O:13].[C:17](Cl)(=[O:29])[CH2:18][CH2:19][CH2:20][CH2:21][CH2:22][CH2:23][CH2:24][CH2:25][CH2:26][CH2:27][CH3:28].Cl>O.ClCCl>[C:17]([C:10]1[C:6]([CH3:5])=[C:7]([C:12]([O:14][CH2:15][CH3:16])=[O:13])[NH:8][C:9]=1[CH3:11])(=[O:29])[CH2:18][CH2:19][CH2:20][CH2:21][CH2:22][CH2:23][CH2:24][CH2:25][CH2:26][CH2:27][CH3:28] |f:0.1.2.3|. Procedure details: 1.46 g (11 mmol) of AlCl3 were added to a solution of 1.67 g (10 mmol) of ethyl 3,5-dimethylpyrrole-2-carboxylate a 2.63 g (12 mmol) of dodecanoyl chloride in 30 ml of absol. Dichloromethane and then stirred for 24 h. Addition of water and dilute HCl is followed by extraction twice with CH2Cl2. The organic phases are washed with dilute NaOH, dried over Na2SO4 and concentrated. The product is recrystallized from isopropanol. Reactants: CCN(C(C)C)C(C)C, ClCCl, c1ccc2c(c1)Cn1cccc1CN2, O=C(Cl)c1ccc(-n2cccn2)cc1. Yields the product O=C(c1ccc(-n2cccn2)cc1)N1Cc2cccn2Cc2ccccc21. Reaction SMILES: [CH:29]([N:30]([CH:31]([CH3:32])[CH3:33])[CH2:34][CH3:35])([CH3:36])[CH3:37].[Cl:38][CH2:39][Cl:40].[cH:15]1[cH:16][cH:17][n:18]2[c:19]1[CH2:20][NH:21][c:22]1[c:23]([cH:25][cH:26][cH:27][cH:28]1)[CH2:24]2.[n:1]1(-[c:6]2[cH:7][cH:8][c:9]([C:10](=[O:11])[Cl:12])[cH:13][cH:14]2)[n:2][cH:3][cH:4][cH:5]1>>[n:1]1(-[c:6]2[cH:7][cH:8][c:9]([C:10](=[O:11])[N:21]3[CH2:20][c:19]4[cH:15][cH:16][cH:17][n:18]4[CH2:24][c:23]4[c:22]3[cH:28][cH:27][cH:26][cH:25]4)[cH:13][cH:14]2)[n:2][cH:3][cH:4][cH:5]1. Starting materials: [OH-].[Na+] (sodium hydroxide), O[C@H]1[C@@H]([C@H](NC=2C=3N(C=CC12)C(=C(N3)C)C)C3=CC=CC=C3)O ((7R,8R,9R)-7,8-dihydroxy-2,3-dimethyl-9-phenyl-7,8,9,10-tetrahydroimidazo[1,2-h][1,7]-naphthyridine), COCCOCCO (2-(2-methoxyethoxy)ethanol), C(Cl)Cl (methylene chloride), S(O)(O)(=O)=O (sulfuric acid). Conditions: temperature 50 celsius. Product: O[C@@H]1[C@H](NC=2C=3N(C=CC2[C@H]1OCCOCCOC)C(=C(N3)C)C)C3=CC=CC=C3 ((7R,8R,9R)-8-Hydroxy-7-[2-(2-methoxyethoxy)ethoxy]-2,3-dimethyl-9-phenyl-7,8,9,10-tetrahydroimidazo[1,2-h][1,7]naphthyridine). Reaction SMILES: [OH:1][C@@H:2]1[C:11]2[CH:10]=[CH:9][N:8]3[C:12]([CH3:16])=[C:13]([CH3:15])[N:14]=[C:7]3[C:6]=2[NH:5][C@H:4]([C:17]2[CH:22]=[CH:21][CH:20]=[CH:19][CH:18]=2)[C@H:3]1[OH:23].S(=O)(=O)(O)O.C(Cl)Cl.[OH-].[Na+].[CH3:34][O:35][CH2:36][CH2:37][O:38][CH2:39][CH2:40]O>>[OH:23][C@H:3]1[C@H:2]([O:1][CH2:40][CH2:39][O:38][CH2:37][CH2:36][O:35][CH3:34])[C:11]2[CH:10]=[CH:9][N:8]3[C:12]([CH3:16])=[C:13]([CH3:15])[N:14]=[C:7]3[C:6]=2[NH:5][C@@H:4]1[C:17]1[CH:18]=[CH:19][CH:20]=[CH:21][CH:22]=1 |f:3.4|. Procedure details: 5 g of (7R,8R,9R)-7,8-dihydroxy-2,3-dimethyl-9-phenyl-7,8,9,10-tetrahydroimidazo[1,2-h][1,7]-naphthyridine are dissolved in 40 ml of 2-(2-methoxyethoxy)ethanol, 3.2 g of sulfuric acid (98% strength) are added and the mixture is warmed at 50° C. for 16 hours. It is then poured onto ice, 100 ml of methylene chloride are added and the mixture is adjusted to pH 7 using aqueous 8 N sodium hydroxide solution. After separation of the organic phase, the aqueous phase is extracted a further two times usi...